This data is from the Open Reaction Database (ORD), a public repository of structured organic reaction records. The task is: describe an organic reaction: reactants, conditions, products, and yield The reactants are CCOC(OCC)c1ccc(-c2ncnc3ccc(Br)cc23)s1, ClCCl, O, O=C(O)C(F)(F)F. Product: O=Cc1ccc(-c2ncnc3ccc(Br)cc23)s1. RXN SMILES: [Br:1][c:2]1[cH:3][c:4]2[c:5](-[c:12]3[s:13][c:14]([CH:17]([O:18][CH2:22][CH3:23])[O:19][CH2:20][CH3:21])[cH:15][cH:16]3)[n:6][cH:7][n:8][c:9]2[cH:10][cH:11]1.[Cl:32][CH2:33][Cl:34].[OH2:31].[OH:24][C:25]([C:26]([F:27])([F:28])[F:29])=[O:30]>>[Br:1][c:2]1[cH:3][c:4]2[c:5](-[c:12]3[s:13][c:14]([CH:17]=[O:18])[cH:15][cH:16]3)[n:6][cH:7][n:8][c:9]2[cH:10][cH:11]1. Starting materials: BrCC(=O)OCC (Ethyl bromoacetate), C(CCC)C=1N(C(=C(N1)Cl)C(=O)O)CC1=CC=C(C=C1)C1=C(C=CC=C1)C1=NN=NN1C(C1=CC=CC=C1)(C1=CC=CC=C1)C1=CC=CC=C1 (2-butyl-4-chloro-1-{[2′-(1-trityl-1H-tetrazol-5-yl)biphenyl-4-yl]methyl}-1H-imidazole-5-carboxylic acid), C(CCC)C=1N(C(=C(N1)Cl)C(=O)O)CC1=CC=C(C=C1)C1=C(C=CC=C1)C1=NN=NN1C(C1=CC=CC=C1)(C1=CC=CC=C1)C1=CC=CC=C1 (2-butyl-4-chloro-1-{[2′-(1-trityl-1H-tetrazol-5-yl)biphenyl-4-yl]methyl}-1H-imidazole-5-carboxylic acid), C([O-])([O-])=O.[K+].[K+] (potassium carbonate), O (Water). Solvent: CN(C=O)C (N,N-dimethylformamide). Run at time 2 hour. Yields the product C(CCC)C=1N(C(=C(N1)Cl)C(=O)OCC(=O)OCC)CC1=CC=C(C=C1)C1=C(C=CC=C1)C1=NN=NN1C(C1=CC=CC=C1)(C1=CC=CC=C1)C1=CC=CC=C1 (2-Ethoxy-2-oxoethyl 2-butyl-4-chloro-1-{[2′-(1-trityl-1H-tetrazol-5-yl)biphenyl-4-yl]methyl}-1H-imidazole-5-carboxylate). RXN SMILES: Br[CH2:2][C:3]([O:5][CH2:6][CH3:7])=[O:4].[CH2:8]([C:12]1[N:13]([CH2:21][C:22]2[CH:27]=[CH:26][C:25]([C:28]3[CH:33]=[CH:32][CH:31]=[CH:30][C:29]=3[C:34]3[N:38]([C:39]([C:52]4[CH:57]=[CH:56][CH:55]=[CH:54][CH:53]=4)([C:46]4[CH:51]=[CH:50][CH:49]=[CH:48][CH:47]=4)[C:40]4[CH:45]=[CH:44][CH:43]=[CH:42][CH:41]=4)[N:37]=[N:36][N:35]=3)=[CH:24][CH:23]=2)[C:14]([C:18]([OH:20])=[O:19])=[C:15]([Cl:17])[N:16]=1)[CH2:9][CH2:10][CH3:11].C(=O)([O-])[O-].[K+].[K+].O>CN(C)C=O>[CH2:8]([C:12]1[N:13]([CH2:21][C:22]2[CH:23]=[CH:24][C:25]([C:28]3[CH:33]=[CH:32][CH:31]=[CH:30][C:29]=3[C:34]3[N:38]([C:39]([C:46]4[CH:47]=[CH:48][CH:49]=[CH:50][CH:51]=4)([C:40]4[CH:41]=[CH:42][CH:43]=[CH:44][CH:45]=4)[C:52]4[CH:57]=[CH:56][CH:55]=[CH:54][CH:53]=4)[N:37]=[N:36][N:35]=3)=[CH:26][CH:27]=2)[C:14]([C:18]([O:20][CH2:2][C:3]([O:5][CH2:6][CH3:7])=[O:4])=[O:19])=[C:15]([Cl:17])[N:16]=1)[CH2:9][CH2:10][CH3:11] |f:2.3.4|. Procedure details: Ethyl bromoacetate (263 μL, 2.37 mmol) was added to a solution of 2-butyl-4-chloro-1-{[2′-(1-trityl-1H-tetrazol-5-yl)biphenyl-4-yl]methyl}-1H-imidazole-5-carboxylic acid (Intermediate 4, 1000 mg, 1.48 mmol), and potassium carbonate (347 mg, 2.51 mmol) in N,N-dimethylformamide (10 mL). The solution was stirred for 2 hours at room temperature. Water was added and the solution was extracted with diethyl ether (2×). The organic layers were dried (magnesium sulfate), filtered, and concentrated in vac... Starting materials: B, CC(C)=O, CCOC(C)=O, Cl, C1CCOC1, C1CCOC1, O, O=C(COCCc1ccc2ccsc2c1)N1CCC(O)C1. The product is OC1CCN(CCOCCc2ccc3ccsc3c2)C1. As a reaction SMILES: [BH3:27].[CH3:28][C:29](=[O:30])[CH3:31].[CH3:38][CH2:39][O:40][C:41](=[O:42])[CH3:43].[ClH:32].[O:22]1[CH2:23][CH2:24][CH2:25][CH2:26]1.[O:33]1[CH2:34][CH2:35][CH2:36][CH2:37]1.[OH2:44].[s:1]1[cH:2][cH:3][c:4]2[c:5]1[cH:6][c:7]([CH2:10][CH2:11][O:12][CH2:13][C:14](=[O:15])[N:16]1[CH2:17][CH:18]([OH:21])[CH2:19][CH2:20]1)[cH:8][cH:9]2>>[s:1]1[cH:2][cH:3][c:4]2[c:5]1[cH:6][c:7]([CH2:10][CH2:11][O:12][CH2:13][CH2:14][N:16]1[CH2:17][CH:18]([OH:21])[CH2:19][CH2:20]1)[cH:8][cH:9]2. Starting materials: CO, Fc1ccc(Cn2c(NC3CCN(C4CCCN(Cc5ccccc5)C4)CC3)nc3ccccc32)cc1, [H][H]. Yields the product Fc1ccc(Cn2c(NC3CCN(C4CCCNC4)CC3)nc3ccccc32)cc1. Reaction SMILES: [CH3:40][OH:41].[F:1][c:2]1[cH:3][cH:4][c:5]([CH2:8][n:9]2[c:10]([NH:18][CH:19]3[CH2:20][CH2:21][N:22]([CH:25]4[CH2:26][N:27]([CH2:31][c:32]5[cH:33][cH:34][cH:35][cH:36][cH:37]5)[CH2:28][CH2:29][CH2:30]4)[CH2:23][CH2:24]3)[n:11][c:12]3[c:13]2[cH:14][cH:15][cH:16][cH:17]3)[cH:6][cH:7]1.[H:38][H:39]>>[F:1][c:2]1[cH:3][cH:4][c:5]([CH2:8][n:9]2[c:10]([NH:18][CH:19]3[CH2:20][CH2:21][N:22]([CH:25]4[CH2:26][NH:27][CH2:28][CH2:29][CH2:30]4)[CH2:23][CH2:24]3)[n:11][c:12]3[c:13]2[cH:14][cH:15][cH:16][cH:17]3)[cH:6][cH:7]1. Starting materials: BrC1=C(C(=C(C(=C1F)F)F)F)F (bromopentafluorobenzene), BrC1=C(C(=C(C(=C1F)F)F)F)F (bromopentafluorobenzene), CI (methyl iodide), C(C)[Mg]Br (ethyl magnesium bromide). Run in COCCOC (1,2-dimethoxy ethane), COCCOC (1,2-dimethoxy ethane). Run at time 10 minute. Yields the product FC1=C(C(=C(C(=C1[Mg]Br)F)F)F)F (pentafluorophenyl magnesium bromide). Reaction SMILES: C([Mg:3][Br:4])C.Br[C:6]1[C:11]([F:12])=[C:10]([F:13])[C:9]([F:14])=[C:8]([F:15])[C:7]=1[F:16].CI>COCCOC>[F:12][C:11]1[C:6]([Mg:3][Br:4])=[C:7]([F:16])[C:8]([F:15])=[C:9]([F:14])[C:10]=1[F:13]. Reported procedure: Air inside a reaction vessel of the same type as the one used in Example 1 was replaced with a nitrogen gas in a satisfactory manner, after which 60 ml of a 1,2-dimethoxy ethane (chain ether solvent) solution containing 0.088 mol of suspended ethyl magnesium bromide was charged to the reaction vessel. Meanwhile, 0.081 mol of bromopentafluorobenzene was charged to the dropping funnel. Further, 0.5 g of methyl iodide was charged to the reaction vessel through a micro-syringe, and the reaction solu... The reactants are C(CCC)[Li] (butyllithium), C(C)(C)NC(C)C (diisopropylamine), CSSC (Dimethyldisulfide), C1(CCCC1)NC1=NC=CC(=N1)C=1C(=NN2C1C=CC=C2)CC(C)C (N-cyclopentyl-4(2-isobutylpyrazolo[1,5-a]pyridin-3-yl)pyrimidin-2-amine), C(C)(C)[N-]C(C)C.[Li+] (lithium diisopropylamide). Run in O1CCCC1 (tetrahydrofuran), CCOCC (ether), O (Water), O1CCCC1 (tetrahydrofuran). Run at temperature -78 celsius, time 15 minute. Product: C1(CCCC1)NC1=NC=CC(=N1)C=1C(=NN2C1C=CC=C2SC)CC(C)C (N-cyclopentyl-4-[2-isobutyl-7-(methylthio)pyrazolo[1,5-a]pyridin-3-yl]pyrimidin-2-amine). Reaction SMILES: [CH:1]1([NH:6][C:7]2[N:12]=[C:11]([C:13]3[C:14]([CH2:22][CH:23]([CH3:25])[CH3:24])=[N:15][N:16]4[CH:21]=[CH:20][CH:19]=[CH:18][C:17]=34)[CH:10]=[CH:9][N:8]=2)[CH2:5][CH2:4][CH2:3][CH2:2]1.C([N-]C(C)C)(C)C.[Li+].C([Li])CCC.C(NC(C)C)(C)C.[CH3:46][S:47]SC>O1CCCC1.CCOCC.O>[CH:1]1([NH:6][C:7]2[N:12]=[C:11]([C:13]3[C:14]([CH2:22][CH:23]([CH3:25])[CH3:24])=[N:15][N:16]4[C:21]([S:47][CH3:46])=[CH:20][CH:19]=[CH:18][C:17]=34)[CH:10]=[CH:9][N:8]=2)[CH2:2][CH2:3][CH2:4][CH2:5]1 |f:1.2|. Reported procedure: To a cold (−78° C.) solution of N-cyclopentyl-4(2-isobutylpyrazolo[1,5-a]pyridin-3-yl)pyrimidin-2-amine (750 mg, 2.23 mmol) in tetrahydrofuran (25 mL) was added lithium diisopropylamide (LDA) (11.18 mL of a 0.6 M stock solution was prepared from 18.75 mL of 1.6 M butyllithium and 4.20 mL of diisopropylamine in 27 mL of tetrahydrofuran, 6.71 mmol) dropwise. The reusitant solution was stirred at −78° C. for 15 minutes. Dimethyldisulfide (1.0 mL, 11.15 mmol) was added rapidly and the mixture was st... Reactants: OBO, Cc1nc(C#Cc2ccnc(Cl)c2)c[nH]1, Fc1ccccc1. Yields the product Cc1nc(C#Cc2ccnc(Cl)c2)cn1-c1cccc(F)c1. RXN SMILES: [BH:16]([OH:17])[OH:18].[Cl:1][c:2]1[n:3][cH:4][cH:5][c:6]([C:8]#[C:9][c:10]2[n:11][c:12]([CH3:15])[nH:13][cH:14]2)[cH:7]1.[F:19][c:20]1[cH:21][cH:22][cH:23][cH:24][cH:25]1>>[Cl:1][c:2]1[n:3][cH:4][cH:5][c:6]([C:8]#[C:9][c:10]2[n:11][c:12]([CH3:15])[n:13](-[c:24]3[cH:23][cH:22][cH:21][c:20]([F:19])[cH:25]3)[cH:14]2)[cH:7]1.